Dataset: the Open Reaction Database (ORD), a public repository of structured organic reaction records. Task: describe an organic reaction: reactants, conditions, products, and yield As a reaction SMILES: [C:16](=[O:17])([O:18][C:19]([CH3:20])([CH3:21])[CH3:22])[N:23]1[CH:24]([CH2:25][OH:26])[CH2:27][CH2:28][CH2:29]1.[CH2:63]1[O:64][CH2:65][CH2:66][CH2:67]1.[O:49]=[C:50]([O:51][CH:52]([CH3:53])[CH3:54])[N:55]=[N:56][C:57]([O:58][CH:59]([CH3:60])[CH3:61])=[O:62].[OH:1][c:2]1[c:3]([C:12](=[O:13])[O:14][CH3:15])[cH:4][c:5]([C:6](=[O:7])[O:8][CH3:9])[cH:10][cH:11]1.[c:30]1([P:31]([c:32]2[cH:33][cH:34][cH:35][cH:36][cH:37]2)[c:38]2[cH:39][cH:40][cH:41][cH:42][cH:43]2)[cH:44][cH:45][cH:46][cH:47][cH:48]1>>[O:1]([c:2]1[c:3]([C:12](=[O:13])[O:14][CH3:15])[cH:4][c:5]([C:6](=[O:7])[O:8][CH3:9])[cH:10][cH:11]1)[CH2:25][CH:24]1[N:23]([C:16](=[O:17])[O:18][C:19]([CH3:20])([CH3:21])[CH3:22])[CH2:29][CH2:28][CH2:27]1. Product: COC(=O)c1ccc(OCC2CCCN2C(=O)OC(C)(C)C)c(C(=O)OC)c1. The reactants are CC(C)(C)OC(=O)N1CCCC1CO, C1CCOC1, CC(C)OC(=O)N=NC(=O)OC(C)C, COC(=O)c1ccc(O)c(C(=O)OC)c1, c1ccc(P(c2ccccc2)c2ccccc2)cc1. Reactants: CC(C)(C)N, CCC1=NCCO1, CC(=O)[O-], CC(=O)[O-], [Zn+2]. Yields the product CCC(=O)NCCNC(C)(C)C. RXN SMILES: [C:8]([CH3:9])([CH3:10])([CH3:11])[NH2:12].[CH2:1]([CH3:2])[C:3]1=[N:7][CH2:6][CH2:5][O:4]1.[CH3:14][C:15](=[O:16])[O-:17].[CH3:18][C:19](=[O:20])[O-:21].[Zn+2:13]>>[CH2:1]([CH3:2])[C:3](=[O:4])[NH:7][CH2:6][CH2:5][NH:12][C:8]([CH3:9])([CH3:10])[CH3:11]. Starting materials: Cl (hydrochloric acid), compound, C(C)OC(CC1CCN(CC1)C(=O)OC(C)(C)C)=O (2-(l -t-Butoxycarbonyl-4-piperidyl)ethanoic Acid Ethyl Ester), [OH-].[Na+] (sodium hydroxide). The solvent is CO (methanol), O (water). Conditions: time 3 hour. The product is C(C)(C)(C)OC(=O)N1CCC(CC1)CC(=O)O (2-(1-t-Butoxycarbonyl-4-piperidyl)ethanoic Acid). Reaction SMILES: C([O:3][C:4](=[O:19])[CH2:5][CH:6]1[CH2:11][CH2:10][N:9]([C:12]([O:14][C:15]([CH3:18])([CH3:17])[CH3:16])=[O:13])[CH2:8][CH2:7]1)C.[OH-].[Na+].Cl>CO.O>[C:15]([O:14][C:12]([N:9]1[CH2:10][CH2:11][CH:6]([CH2:5][C:4]([OH:19])=[O:3])[CH2:7][CH2:8]1)=[O:13])([CH3:18])([CH3:16])[CH3:17] |f:1.2|. Procedure: The compound (5.28 g) obtained in the above (1) is dissolved in methanol (32 ml), and thereto is added 1N aqueous sodium hydroxide solution (23.4 ml), and the mixture is stirred at room temperature for three hours. The reaction mixture is diluted with water, and the pH value thereof is adjusted to pH 2 with 1N hydrochloric acid, and extracted three time with ethyl acetate. The extract is washed twice with a saturated brine, and dried over anhydrous magnesium sulfate. The desiccant is removed by ... Starting materials: BrC(C)C(CC)=O (2-bromopentan-3-one), NC1=NC=C(C=C1)I (2-amino-5-iodopyridine). Run in CCO (EtOH). The product is C(C)C=1N=C2N(C=C(C=C2)I)C1C (2-Ethyl-6-iodo-3-methylimidazo[1,2-a]pyridine). Isolated yield 30.8%. As a reaction SMILES: Br[CH:2]([C:4](=O)[CH2:5][CH3:6])[CH3:3].[NH2:8][C:9]1[CH:14]=[CH:13][C:12]([I:15])=[CH:11][N:10]=1>CCO>[CH2:5]([C:4]1[N:8]=[C:9]2[CH:14]=[CH:13][C:12]([I:15])=[CH:11][N:10]2[C:2]=1[CH3:3])[CH3:6]. Reported procedure: To a stirred mixture of 2-bromopentan-3-one (2.0 g), 2-amino-5-iodopyridine (1.0 g) and EtOH (50 ml) was heated at reflux for 16 h. The reaction mixture was cooled and concentrated in vacuo. The residue was diluted with water (100 ml), and extracted with DCM. The DCM layer was washed with brine, dried over Na2SO4 and concentrated in vacuo. The residue was purified by silica gel column chromatography (hexane/EtOAc) to give the title compound (400 mg) as a yellow solid. Reactants: C(C1=CC=CC=C1)N1N=CC2=CC(=CC=C12)N (1-benzyl-1H-indazol-5-ylamine), ClC=1C2=C(N=CN1)C=NC(=C2)Cl (4,6-dichloropyrido[3,4-d]pyrimidine). Product: Cl.C(C1=CC=CC=C1)N1N=CC2=CC(=CC=C12)NC=1C2=C(N=CN1)C=NC(=C2)Cl ((1-Benzyl-1H-indazol-5-yl)-(6-chloropyrido[3,4-d]pyrimidin-4-yl)-amine hydrochloride). As a reaction SMILES: [CH2:1]([N:8]1[C:16]2[C:11](=[CH:12][C:13]([NH2:17])=[CH:14][CH:15]=2)[CH:10]=[N:9]1)[C:2]1[CH:7]=[CH:6][CH:5]=[CH:4][CH:3]=1.[Cl:18][C:19]1[C:20]2[CH:28]=[C:27]([Cl:29])[N:26]=[CH:25][C:21]=2[N:22]=[CH:23][N:24]=1>>[ClH:18].[CH2:1]([N:8]1[C:16]2[C:11](=[CH:12][C:13]([NH:17][C:19]3[C:20]4[CH:28]=[C:27]([Cl:29])[N:26]=[CH:25][C:21]=4[N:22]=[CH:23][N:24]=3)=[CH:14][CH:15]=2)[CH:10]=[N:9]1)[C:2]1[CH:3]=[CH:4][CH:5]=[CH:6][CH:7]=1 |f:2.3|. Procedure details: Prepared according to Procedure A from 1-benzyl-1H-indazol-5-ylamine and 4,6-dichloropyrido[3,4-d]pyrimidine; δH [2H6]-DMSO 9.08 (1H, s), 8.92 (1H, s), 8.82 (1H, s), 8.23 (1H, d), 8.19 (1H, s), 7.80 (1H, d), 7.70 (1H, dd), 7.38-7.22 (5H, m), 5.69 (2H, s); m/z (M+1)+387. Starting materials: C(#N)CC(=O)NC=1C=NC=CC1OC (2-cyano-N-(4-methoxypyridin-3-yl)acetamide), C(C)(=O)[O-].[Na+] (Sodium acetate), ClC(C#N)(Cl)Cl (trichloroacetonitrile). The solvent is C(C)O (ethanol). Run at time 8 hour. The product is NC(=C(C(=O)NC=1C=NC=CC1OC)C#N)C(Cl)(Cl)Cl (3-amino-4,4,4-trichloro-2-cyano-N-(4-methoxy-3-pyridyl)but-2-enamide). Isolated yield 80.3%. RXN SMILES: [C:1]([CH2:3][C:4]([NH:6][C:7]1[CH:8]=[N:9][CH:10]=[CH:11][C:12]=1[O:13][CH3:14])=[O:5])#[N:2].C([O-])(=O)C.[Na+].[Cl:20][C:21]([Cl:25])([Cl:24])[C:22]#[N:23]>C(O)C>[NH2:23][C:22]([C:21]([Cl:25])([Cl:24])[Cl:20])=[C:3]([C:1]#[N:2])[C:4]([NH:6][C:7]1[CH:8]=[N:9][CH:10]=[CH:11][C:12]=1[O:13][CH3:14])=[O:5] |f:1.2|. Procedure: 2-Cyano-N-(4-methoxy-3-pyridyl)acetamide 8 (26.4 g, 138.1 mmol) was slurried in ethanol (300 mL). Sodium acetate (23.56 g, 287.2 mmol) was added followed by trichloroacetonitrile (23.92 g, 16.85 mL, 165.7 mmol). The mixture was stirred at room temperature overnight. The suspension was filtered and the solids washed with ethanol. The solids (46.5 g) were slurried for 90 minutes in 10% aqueous ethanol, filtered and dried to afford 3-amino-4,4,4-trichloro-2-cyano-N-(4-methoxy-3-pyridyl)but-2-enamid... The reactants are COC=1C=C(C=C(C1OC)[N+](=O)[O-])C1=C(N=CO1)C(=O)OCC (ethyl 5-(3,4-dimethoxy-5-nitrophenyl)-4-oxazolecarboxylate), Br (hydrobromic acid). Reaction conditions: time 2 hour. Yields the product Br.NCC(=O)C1=CC(=C(C(=C1)[N+](=O)[O-])O)O (2-amino-3',4'-dihydroxy-5'-nitroacetophenone hydrobromide). As a reaction SMILES: C[O:2][C:3]1[CH:4]=[C:5]([C:14]2[O:18]C=[N:16][C:15]=2C(OCC)=O)[CH:6]=[C:7]([N+:11]([O-:13])=[O:12])[C:8]=1[O:9]C.[BrH:24]>>[BrH:24].[NH2:16][CH2:15][C:14]([C:5]1[CH:6]=[C:7]([N+:11]([O-:13])=[O:12])[C:8]([OH:9])=[C:3]([OH:2])[CH:4]=1)=[O:18] |f:2.3|. Procedure: 1.0 g of ethyl 5-(3,4-dimethoxy-5-nitrophenyl)-4-oxazolecarboxylate is treated with 10 ml of constant-boiling hydrobromic acid and stirred at 140° for 2 hours. After distillation of the excess hydrobromic acid, the yellow residue is recrystallized from ethanol/acetone. There is obtained 2-amino-3',4'-dihydroxy-5'-nitroacetophenone hydrobromide in the form of yellow crystals of m.p. >250° (dec.).